This data is from the Open Reaction Database (ORD), a public repository of structured organic reaction records. The task is: describe an organic reaction: reactants, conditions, products, and yield The reactants are C=1C=CC(=C(C1)C2=C3C=CC(=O)C=C3OC4=C2C=CC(=C4)O)C(=O)O (fluorescein), CN(CC=1C=NC2=C(N1)C(=NC(=N2)N)N)C=3C=CC(=CC3)C(=O)N[C@@H](CCC(=O)O)C(=O)O (methotrexate). Yields the product C=1C=CC(=C(C1)C2=C3C=CC(=O)C=C3OC4=C2C=CC(=C4)O)C(=O)O.CN(CC=1C=NC2=C(N1)C(=NC(=N2)N)N)C=3C=CC(=CC3)C(=O)N[C@@H](CCC(=O)O)C(=O)O (Fluorescein Methotrexate). Reaction SMILES: [CH:1]1[CH:2]=[CH:3][C:4]([C:23]([OH:25])=[O:24])=[C:5]([C:7]2[C:17]3[CH:18]=[CH:19][C:20]([OH:22])=[CH:21][C:16]=3[O:15][C:14]3[C:8]=2[CH:9]=[CH:10][C:11]([CH:13]=3)=[O:12])[CH:6]=1.[CH3:26][N:27]([C:41]1[CH:42]=[CH:43][C:44]([C:47]([NH:49][C@H:50]([C:56]([OH:58])=[O:57])[CH2:51][CH2:52][C:53]([OH:55])=[O:54])=[O:48])=[CH:45][CH:46]=1)[CH2:28][C:29]1[CH:30]=[N:31][C:32]2[N:38]=[C:37]([NH2:39])[N:36]=[C:35]([NH2:40])[C:33]=2[N:34]=1>>[CH:1]1[CH:2]=[CH:3][C:4]([C:23]([OH:25])=[O:24])=[C:5]([C:7]2[C:8]3[CH:9]=[CH:10][C:11]([OH:12])=[CH:13][C:14]=3[O:15][C:16]3[C:17]=2[CH:18]=[CH:19][C:20]([CH:21]=3)=[O:22])[CH:6]=1.[CH3:26][N:27]([C:41]1[CH:42]=[CH:43][C:44]([C:47]([NH:49][C@H:50]([C:56]([OH:58])=[O:57])[CH2:51][CH2:52][C:53]([OH:55])=[O:54])=[O:48])=[CH:45][CH:46]=1)[CH2:28][C:29]1[CH:30]=[N:31][C:32]2[N:38]=[C:37]([NH2:39])[N:36]=[C:35]([NH2:40])[C:33]=2[N:34]=1 |f:2.3|. Reported procedure: 2.5-5×105 cells were incubated over-night at 29° C. in 0.5 mL of culture medium containing 10 mM fluorescein-labeled methotrexate (F-MTX, Molecular Probes/Invitrogen). Labeled cells were washed in serum-free culture medium and images were recorded using a fluorescence microscope (Olympus CKX41 microscope equipped with a DP50 digital camera) using a FITC filter set. Starting materials: NC=1C=C(C=CC1)O (3-aminophenol), OC=C1C(NC2=CC=C(C=C12)C(=O)C=1C=C(C=CC1)NC(=O)C=1N(N=C(C1)C)CC)=O (2-Ethyl-5-methyl-2H-pyrazole-3-carboxylic acid [3-(3-hydroxymethylene-2-oxo-2,3-dihydro-1H-indole-5-carbonyl)-phenyl]-amide). Solvent: C1CCOC1 (THF), Hexanes. Reaction conditions: temperature 65 celsius, time 24 hour. Yields the product OC=1C=C(C=CC1)NC=C1C(NC2=CC=C(C=C12)C(=O)C=1C=C(C=CC1)NC(=O)C=1N(N=C(C1)C)CC)=O (2-Ethyl-5-methyl-2H-pyrazole-3-carboxylic acid (3-{3-[(3-hydroxy-phenylamino)-methylene]-2-oxo-2,3-dihydro-1H-indole-5-carbonyl}-phenyl)-amide). Isolated yield 79.2%. Reaction SMILES: O[CH:2]=[C:3]1[C:11]2[C:6](=[CH:7][CH:8]=[C:9]([C:12]([C:14]3[CH:15]=[C:16]([NH:20][C:21]([C:23]4[N:24]([CH2:29][CH3:30])[N:25]=[C:26]([CH3:28])[CH:27]=4)=[O:22])[CH:17]=[CH:18][CH:19]=3)=[O:13])[CH:10]=2)[NH:5][C:4]1=[O:31].[NH2:32][C:33]1[CH:34]=[C:35]([OH:39])[CH:36]=[CH:37][CH:38]=1>C1COCC1>[OH:39][C:35]1[CH:34]=[C:33]([NH:32][CH:2]=[C:3]2[C:11]3[C:6](=[CH:7][CH:8]=[C:9]([C:12]([C:14]4[CH:15]=[C:16]([NH:20][C:21]([C:23]5[N:24]([CH2:29][CH3:30])[N:25]=[C:26]([CH3:28])[CH:27]=5)=[O:22])[CH:17]=[CH:18][CH:19]=4)=[O:13])[CH:10]=3)[NH:5][C:4]2=[O:31])[CH:38]=[CH:37][CH:36]=1. Reported procedure: A small screw cap test tube was charged with 2-Ethyl-5-methyl-2H-pyrazole-3-carboxylic acid [3-(3-hydroxymethylene-2-oxo-2,3-dihydro-1H-indole-5-carbonyl)-phenyl]-amide (as prepared in Example 1, 30 mg, 0.072 mmol) and THF (1 mL). To the resulting solution was added 3-aminophenol (11.8 mg, 0.1082 mmol), and the mixture was stirred for 24 h at 65° C. Subsequently, the reaction mixture was cooled to room temperature. Hexanes were added to the reaction mixture. The solid precipitate that formed was... The reactants are BrC1(C(NC2=NC=CC=C12)=O)Br (3,3-dibromo-7-azaoxindole), [NH4+].[Cl-] (NH4Cl). Reagents/catalysts: [Zn] (zinc). Solvent: C1CCOC1 (THF). Reaction conditions: time 2 hour. Yields the product N1C(CC2=CC=CN=C12)=O (7-azaoxindole). RXN SMILES: Br[C:2]1(Br)[C:10]2[C:5](=[N:6][CH:7]=[CH:8][CH:9]=2)[NH:4][C:3]1=[O:11].[NH4+].[Cl-]>C1COCC1.[Zn]>[NH:4]1[C:5]2[C:10](=[CH:9][CH:8]=[CH:7][N:6]=2)[CH2:2][C:3]1=[O:11] |f:1.2|. Procedure: A solution of 3,3-dibromo-7-azaoxindole (2.0 g, 7.2 mmol) in THF (50 mL) is stirred at room temperature and a saturated aqueous solution of NH4Cl is added. Activated zinc powder is added and the reaction mixture is stirred for 2 hours. The zinc is removed by filtration through a pad of diatomaceous earth and the organic layer is separated. The aqueous layer is extracted with THF (10 mL) and the combined organic layers are dried over anhydrous MgSO4, filtered and evaporated. The residue is slurri... The reactants are CC(C)(C)OC(=O)N1C[C@H](OC[C@H]1CC)C(=O)O ((2S,5R)-4-{[(1,1-dimethylethyl)oxy]carbonyl}-5-ethyl-2-morpholinecarboxylic acid), NC1=CC=CC=C1 (aniline), C1=CC2=C(N=C1)N(N=N2)O (HOAt), C(CCl)Cl (EDC). Solvent: C(Cl)Cl (CH2Cl2). Reaction conditions: time 8 hour. Product: C(C)[C@@H]1CO[C@@H](CN1C(=O)OC(C)(C)C)C(=O)NC1=CC=CC=C1 (1,1-Dimethylethyl(2S,5R)-5-ethyl-2-[(phenylamino)carbonyl]-4-morpholinecarboxylate). Isolated yield 76.6%. As a reaction SMILES: [CH3:1][C:2]([O:5][C:6]([N:8]1[C@H:13]([CH2:14][CH3:15])[CH2:12][O:11][C@H:10]([C:16]([OH:18])=O)[CH2:9]1)=[O:7])([CH3:4])[CH3:3].[NH2:19][C:20]1[CH:25]=[CH:24][CH:23]=[CH:22][CH:21]=1.C1C=NC2N(O)N=NC=2C=1.C(Cl)CCl>C(Cl)Cl>[CH2:14]([C@H:13]1[N:8]([C:6]([O:5][C:2]([CH3:1])([CH3:3])[CH3:4])=[O:7])[CH2:9][C@@H:10]([C:16]([NH:19][C:20]2[CH:25]=[CH:24][CH:23]=[CH:22][CH:21]=2)=[O:18])[O:11][CH2:12]1)[CH3:15]. Procedure: To (2S,5R)-4-{[(1,1-dimethylethyl)oxy]carbonyl}-5-ethyl-2-morpholinecarboxylic acid (0.250 g, 0.964 mmol) in CH2Cl2 (10 mL) were added aniline (0.088 mL, 0.964 mmol), HOAt (0.131 g, 0.964 mmol) and EDC (0.222 g, 1.157 mmol), and the reaction mixture was stirred at room temperature overnight. The reaction mixture was washed with water (2×), and the organics were dried over Na2SO4 and concentrated to afford the title compound (0.247 g) as a brown oil. LC-MS (ES) m/z=240 [M+H]+. Starting materials: COC(=O)c1ccc(C(=O)c2ccc(CBr)cc2)cc1, Cc1cccc2nc(S)n(C)c(=O)c12, CCO, [Na+], [OH-]. Product: COC(=O)c1ccc(C(=O)c2ccc(CSc3nc4cccc(C)c4c(=O)n3C)cc2)cc1. As a reaction SMILES: [CH3:17][O:18][C:19](=[O:20])[c:21]1[cH:22][cH:23][c:24]([C:25](=[O:26])[c:27]2[cH:28][cH:29][c:30]([CH2:31][Br:32])[cH:33][cH:34]2)[cH:35][cH:36]1.[CH3:1][n:2]1[c:3]([SH:14])[n:4][c:5]2[cH:6][cH:7][cH:8][c:9]([CH3:13])[c:10]2[c:11]1=[O:12].[CH3:37][CH2:38][OH:39].[Na+:16].[OH-:15]>>[CH3:1][n:2]1[c:3]([S:14][CH2:31][c:30]2[cH:29][cH:28][c:27]([C:25]([c:24]3[cH:23][cH:22][c:21]([C:19]([O:18][CH3:17])=[O:20])[cH:36][cH:35]3)=[O:26])[cH:34][cH:33]2)[n:4][c:5]2[cH:6][cH:7][cH:8][c:9]([CH3:13])[c:10]2[c:11]1=[O:12].